Dataset: the Open Reaction Database (ORD), a public repository of structured organic reaction records. Task: describe an organic reaction: reactants, conditions, products, and yield Reactants: Cl.FC=1C=C(CN2C(=CC=3C2=C(N=CC3)N3CC2=CC=CC=C2CC3)C)C=CC1 (2-[1-(3-fluorobenzyl)-2-methyl-1H-pyrrolo[2,3-c]pyridin-7-yl]-1,2,3,4-tetrahydroisoquinoline hydrochloride), C([O-])(O)=O.[Na+] (sodium bicarbonate). Yields the product FC=1C=C(CN2C(=CC=3C2=C(N=CC3)N3CC2=CC=CC=C2CC3)C)C=CC1 (2-[1-(3-fluorobenzyl)-2-methyl-1H-pyrrolo[2,3-c]pyridin-7-yl]-1,2,3,4-tetrahydroisoquinoline). Reaction SMILES: Cl.[F:2][C:3]1[CH:4]=[C:5]([CH:27]=[CH:28][CH:29]=1)[CH2:6][N:7]1[C:11]2=[C:12]([N:16]3[CH2:25][CH2:24][C:23]4[C:18](=[CH:19][CH:20]=[CH:21][CH:22]=4)[CH2:17]3)[N:13]=[CH:14][CH:15]=[C:10]2[CH:9]=[C:8]1[CH3:26].C(=O)(O)[O-].[Na+]>>[F:2][C:3]1[CH:4]=[C:5]([CH:27]=[CH:28][CH:29]=1)[CH2:6][N:7]1[C:11]2=[C:12]([N:16]3[CH2:25][CH2:24][C:23]4[C:18](=[CH:19][CH:20]=[CH:21][CH:22]=4)[CH2:17]3)[N:13]=[CH:14][CH:15]=[C:10]2[CH:9]=[C:8]1[CH3:26] |f:0.1,2.3|. Reported procedure: The compound prepared in Example 613 was treated with a saturated sodium bicarbonate solution to obtain 2-[1-(3-fluorobenzyl)-2-methyl-1H-pyrrolo[2,3-c]pyridin-7-yl]-1,2,3,4-tetrahydroisoquinoline. Morpholine (25 μl, 0.297 mmol), acetic acid (0.13 ml), and formaldehyde (70 μl) were added to a solution of 2-[1-(3-fluorobenzyl)-2-methyl-1H-pyrrolo[2,3-c]pyridin-7-yl]-1,2,3,4-tetrahydroisoquinoline (100 mg, 0.27 mmol) in ethanol (1.5 ml). The reaction mixture was refluxed overnight and then concent...